From a dataset of the Open Reaction Database (ORD), a public repository of structured organic reaction records. describe an organic reaction: reactants, conditions, products, and yield The reactants are CO, COC(=O)NC(=O)c1ccc(C=O)cc1C, Cl, NO, O. Yields the product COC(=O)NC(=O)c1ccc(C=NO)cc1C. RXN SMILES: [CH3:20][OH:21].[CH:1](=[O:2])[c:3]1[cH:4][c:5]([CH3:16])[c:6]([C:7](=[O:8])[NH:9][C:10]([O:11][CH3:12])=[O:13])[cH:14][cH:15]1.[ClH:17].[NH2:18][OH:19].[OH2:22]>>[CH:1]([c:3]1[cH:4][c:5]([CH3:16])[c:6]([C:7](=[O:8])[NH:9][C:10]([O:11][CH3:12])=[O:13])[cH:14][cH:15]1)=[N:18][OH:19]. Reactants: Cl (hydrochloric acid), [OH-].[Na+] (sodium hydroxide), C(C(C)C)OC(=O)N(S(=O)(=O)C=1C(=NC=CC1)C1=CC=C(C=C1)CC(C)C)C1=NC=C(N=C1OC)C (N-(isobutoxycarbonyl)-2-(4-isobutylphenyl)-N-(3-methoxy-5-methylpyrazin-2-yl)pyridine-3-sulphonamide), O (Water). The solvent is CO (methanol). Product: C(C(C)C)C1=CC=C(C=C1)C1=NC=CC=C1S(=O)(=O)NC1=NC=C(N=C1OC)C (2-(4-isobutylphenyl)-N-(3-methoxy-5-methylpyrazin-2-yl)pyridine-3-sulphonamide). Yield: 34.4%. RXN SMILES: [OH-].[Na+].C(OC([N:10]([C:30]1[C:35]([O:36][CH3:37])=[N:34][C:33]([CH3:38])=[CH:32][N:31]=1)[S:11]([C:14]1[C:15]([C:20]2[CH:25]=[CH:24][C:23]([CH2:26][CH:27]([CH3:29])[CH3:28])=[CH:22][CH:21]=2)=[N:16][CH:17]=[CH:18][CH:19]=1)(=[O:13])=[O:12])=O)C(C)C.O.Cl>CO>[CH2:26]([C:23]1[CH:22]=[CH:21][C:20]([C:15]2[C:14]([S:11]([NH:10][C:30]3[C:35]([O:36][CH3:37])=[N:34][C:33]([CH3:38])=[CH:32][N:31]=3)(=[O:13])=[O:12])=[CH:19][CH:18]=[CH:17][N:16]=2)=[CH:25][CH:24]=1)[CH:27]([CH3:29])[CH3:28] |f:0.1|. Reported procedure: 1M sodium hydroxide solution (11.2 ml) was added to a solution of N-(isobutoxycarbonyl)-2-(4-isobutylphenyl)-N-(3-methoxy-5-methylpyrazin-2-yl)pyridine-3-sulphonamide (2.6 g) in methanol (50 ml) and the mixture was stirred and heated under reflux for 30 minutes. Water (100 ml) was added and the mixture was acidified to pH 3 with 2M hydrochloric acid. This mixture was extracted with ethyl acetate (5×30 ml) and the extracts were washed with water (30 ml) and saturated sodium chloride solution and ... The reactants are C(O)([O-])=O.[Na+] (sodium hydrogencarbonate), C(C1=CC=CC=C1)NC1CC2=C(CCC1)C=CC(=C2)OC(C)C (N-benzyl-(3-isopropoxy-6,7,8,9-tetrahydro-5H-benzocyclohepten-6-yl)amine), O(C1=CC=CC=C1)C[C@@H]1CO1 ((2S)-3-phenoxy-1,2-epoxypropane), FC(S(=O)(=O)[O-])(F)F.[Yb+3].FC(S(=O)(=O)[O-])(F)F.FC(S(=O)(=O)[O-])(F)F (ytterbium(III) trifluoromethanesulfonate). Run in ClCCl (dichloromethane). Conditions: time 60 hour. Yields the product C(C1=CC=CC=C1)N(C1CC2=C(CCC1)C=CC(=C2)OC(C)C)C[C@@H](COC2=CC=CC=C2)O ((2S)-1-[N-benzyl-N-(3-isopropoxy-6,7,8,9-tetrahydro-5H-benzocyclohepten-6-yl)-amino]-3-phenoxy-2-propanol). The yield is 79.1%. RXN SMILES: [CH2:1]([NH:8][CH:9]1[CH2:15][CH2:14][CH2:13][C:12]2[CH:16]=[CH:17][C:18]([O:20][CH:21]([CH3:23])[CH3:22])=[CH:19][C:11]=2[CH2:10]1)[C:2]1[CH:7]=[CH:6][CH:5]=[CH:4][CH:3]=1.[O:24]([CH2:31][C@H:32]1[O:34][CH2:33]1)[C:25]1[CH:30]=[CH:29][CH:28]=[CH:27][CH:26]=1.FC(F)(F)S([O-])(=O)=O.[Yb+3].FC(F)(F)S([O-])(=O)=O.FC(F)(F)S([O-])(=O)=O.C(=O)([O-])O.[Na+]>ClCCl>[CH2:1]([N:8]([CH2:33][C@H:32]([OH:34])[CH2:31][O:24][C:25]1[CH:30]=[CH:29][CH:28]=[CH:27][CH:26]=1)[CH:9]1[CH2:15][CH2:14][CH2:13][C:12]2[CH:16]=[CH:17][C:18]([O:20][CH:21]([CH3:23])[CH3:22])=[CH:19][C:11]=2[CH2:10]1)[C:2]1[CH:3]=[CH:4][CH:5]=[CH:6][CH:7]=1 |f:2.3.4.5,6.7|. Procedure details: Under nitrogen, to a solution of N-benzyl-(3-isopropoxy-6,7,8,9-tetrahydro-5H-benzocyclohepten-6-yl)amine (258 mg) and (2S)-3-phenoxy-1,2-epoxypropane (138 mg) in dichloromethane (5 ml) was added ytterbium(III) trifluoromethanesulfonate (52 mg) at room temperature, and the mixture was stirred at the same temperature for 60 hours. The resulting mixture was poured into saturated aqueous sodium hydrogencarbonate and extracted with ethyl acetate. The organic layer was washed with brine, dried over a... Reaction conditions: time 30 minute. Procedure details: In 6 ml of 1N aqueous sodium hydroxide is dissolved 0.25 g of N-[N-[(S)-1-ethoxycarbonyl-5-(4-piperidyl)-pentyl]-L-alanyl]-N-(indan-2-yl)glycine.dihydrobromide, and the solution is allowed to stand at room temperature for 30 minutes. The reaction solution is made weakly acidic with acetic acid and purified by column chromatography on Amberlite XAD-2 (0.1M aqueous ammonia-5% acetonitrile). The effluent is concentrated under reduced pressure and lyophilized to give 0.11 g of N-[N-[(S)-1-carboxy-5-... Solvent: [OH-].[Na+] (sodium hydroxide). The yield is 62.2%. The reactants are Br.Br.C(C)OC(=O)[C@H](CCCCC1CCNCC1)N[C@@H](C)C(=O)N(CC(=O)O)C1CC2=CC=CC=C2C1 (N-[N-[(S)-1-ethoxycarbonyl-5-(4-piperidyl)-pentyl]-L-alanyl]-N-(indan-2-yl)glycine.dihydrobromide), C(C)(=O)O (acetic acid). Product: C(=O)(O)[C@H](CCCCC1CCNCC1)N[C@@H](C)C(=O)N(CC(=O)O)C1CC2=CC=CC=C2C1 (N-[N-[(S)-1-carboxy-5-(4-piperidyl)pentyl]-L-alanyl]-N-(indan-2-yl)glycine). As a reaction SMILES: Br.Br.C([O:5][C:6]([C@@H:8]([NH:19][C@H:20]([C:22]([N:24]([CH:29]1[CH2:37][C:36]2[C:31](=[CH:32][CH:33]=[CH:34][CH:35]=2)[CH2:30]1)[CH2:25][C:26]([OH:28])=[O:27])=[O:23])[CH3:21])[CH2:9][CH2:10][CH2:11][CH2:12][CH:13]1[CH2:18][CH2:17][NH:16][CH2:15][CH2:14]1)=[O:7])C.C(O)(=O)C>[OH-].[Na+]>[C:6]([C@@H:8]([NH:19][C@H:20]([C:22]([N:24]([CH:29]1[CH2:30][C:31]2[C:36](=[CH:35][CH:34]=[CH:33][CH:32]=2)[CH2:37]1)[CH2:25][C:26]([OH:28])=[O:27])=[O:23])[CH3:21])[CH2:9][CH2:10][CH2:11][CH2:12][CH:13]1[CH2:18][CH2:17][NH:16][CH2:15][CH2:14]1)([OH:7])=[O:5] |f:0.1.2,4.5|.